This data is from the Open Reaction Database (ORD), a public repository of structured organic reaction records. The task is: describe an organic reaction: reactants, conditions, products, and yield The reactants are ClC(CP)Cl (dichloroethylphosphine), [O-]CC.[Na+] (sodium ethoxide), C1CCOC1 (THF), [N+](=O)([O-])C1=CC=C(CBr)C=C1 (p-nitrobenzylbromide). Conditions: time 15 minute. Yields the product C(C)P(OCC)(=O)CC1=CC=C(C=C1)[N+](=O)[O-] (Ethyl ethyl(4-nitrobenzyl)phosphinate). As a reaction SMILES: Cl[CH:2](Cl)[CH2:3][PH2:4].[O-:6][CH2:7][CH3:8].[Na+].[N+:10]([C:13]1[CH:20]=[CH:19][C:16]([CH2:17]Br)=[CH:15][CH:14]=1)([O-:12])=[O:11].C1C[O:24]CC1>>[CH2:3]([P:4]([CH2:17][C:16]1[CH:19]=[CH:20][C:13]([N+:10]([O-:12])=[O:11])=[CH:14][CH:15]=1)(=[O:24])[O:6][CH2:7][CH3:8])[CH3:2] |f:1.2|. Reported procedure: A solution of dichloroethylphosphine (2.5 g, 19 mmol) in THF (11 mL) was slowly charged with sodium ethoxide (2.86 g, 42.0 mmol) at 0° C. and stirred for 15 min. The reaction mixture was charged with p-nitrobenzylbromide (4.1 g, 19 mmol) in a sealed tube and stirred at 100° C. over night. The reaction mixture was concentrated in vacuo and the residue was purified on an Isco Combiflash unit eluting with 0 to 5% MeOH in DCM to afford the title compound. 1H NMR (400 MHz, DMSO-d6) δ 8.19 (d, J=8.34 ... The reactants are CC(C)O, O=C(OCc1ccccc1)N1CCC(c2nc(I)c3c(Cl)nccn23)CC1, N. Product: Nc1nccn2c(C3CCN(C(=O)OCc4ccccc4)CC3)nc(I)c12. As a reaction SMILES: [CH:29]([OH:30])([CH3:31])[CH3:32].[Cl:1][c:2]1[c:3]2[n:4]([cH:5][cH:6][n:7]1)[c:8]([CH:12]1[CH2:13][CH2:14][N:15]([C:18](=[O:19])[O:20][CH2:21][c:22]3[cH:23][cH:24][cH:25][cH:26][cH:27]3)[CH2:16][CH2:17]1)[n:9][c:10]2[I:11].[NH3:28]>>[c:2]1([NH2:28])[c:3]2[n:4]([cH:5][cH:6][n:7]1)[c:8]([CH:12]1[CH2:13][CH2:14][N:15]([C:18](=[O:19])[O:20][CH2:21][c:22]3[cH:23][cH:24][cH:25][cH:26][cH:27]3)[CH2:16][CH2:17]1)[n:9][c:10]2[I:11]. Reactants: BrC=1C(=NC=CC1)O (3-bromo-2-hydroxypyridine), C([O-])([O-])=O.[K+].[K+] (potassium carbonate), C(C)OCCl (chloromethyl ethyl ether). Run in CC(=O)C (Acetone). Conditions: time 30 minute. The product is BrC=1C(=NC=CC1)OCOCC (3-bromo-2-(ethoxymethoxy)pyridine). Isolated yield 36.9%. As a reaction SMILES: [Br:1][C:2]1[C:3]([OH:8])=[N:4][CH:5]=[CH:6][CH:7]=1.C(=O)([O-])[O-].[K+].[K+].[CH2:15]([O:17][CH2:18]Cl)[CH3:16]>CC(C)=O>[Br:1][C:2]1[C:3]([O:8][CH2:18][O:17][CH2:15][CH3:16])=[N:4][CH:5]=[CH:6][CH:7]=1 |f:1.2.3|. Procedure details: To a round-bottomed flask was added 3-bromo-2-hydroxypyridine (5 g, 28.7 mmol) and potassium carbonate (9.93 g, 71.8 mmol) in Acetone (300 mL). The suspension was stirred at ambient temperature for 30 min and then treated with the drop-wise addition of chloromethyl ethyl ether (2.78 mL, 30.6 mmol) via addition funnel. The mixture was stirred at ambient temperature overnight. The reaction mixture was filtered and the filtrate partitioned between EtOAc and water. The combined organic layers were w... Starting materials: FC(F)(F)C1=C(C(=O)F)C=CC=C1 (trifluoromethylbenzoyl fluoride), [Br-] (bromide), halogen, ClC(Cl)(Cl)C1=C(C(=O)Cl)C=CC=C1 (trichloromethylbenzoyl chloride), BrC(Br)(Br)C1=C(C(=O)Br)C=CC=C1 (tribromomethylbenzoyl bromide). Yields the product FC(F)(F)C1=C(C(=O)Cl)C=CC=C1 (trifluoromethylbenzoyl chloride). Yield: 400.0%. RXN SMILES: [F:1][C:2]([C:5]1[CH:13]=[CH:12][CH:11]=[CH:10][C:6]=1[C:7](F)=[O:8])([F:4])[F:3].[Cl:14]C(C1C=CC=CC=1C(Cl)=O)(Cl)Cl.BrC(C1C=CC=CC=1C(Br)=O)(Br)Br.[Br-]>>[F:1][C:2]([C:5]1[CH:13]=[CH:12][CH:11]=[CH:10][C:6]=1[C:7]([Cl:14])=[O:8])([F:4])[F:3]. Procedure details: Under ideal stoichiometic conditions three moles of trifluoromethylbenzoyl fluoride are contacted with one mole of trichloromethylbenzoyl chloride or tribromomethylbenzoyl bromide in the presence of a halogen transfer catalyst to yield four moles of trifluoromethylbenzoyl chloride or bromide. It will be understood however, that greater or less than stoichiometric amounts of the reactants can be employed. Thus, in accordance with the process of this invention substituted or unsubstituted trichlor... Starting materials: C(C1=CC=CC=C1)N1CCC(CC1)=O (1-benzyl-4-piperidone), N-phenylethyleneidamine, C(#N)[BH3-].[Na+] (sodium cyanoborohydride). The solvent is CO (methanol), Cl (hydrogen chloride), CO (methanol). The product is C(C1=CC=CC=C1)N1CCC(CC1)NCCNC1=CC=CC=C1 (1-benzyl-4-(2-phenylaminoethylamino)-piperidine). As a reaction SMILES: [CH2:1]([N:8]1[CH2:13][CH2:12][C:11](=O)[CH2:10][CH2:9]1)[C:2]1[CH:7]=[CH:6][CH:5]=[CH:4][CH:3]=1.[C:15]([BH3-])#[N:16].[Na+]>CO.Cl>[CH2:1]([N:8]1[CH2:13][CH2:12][CH:11]([NH:8][CH2:1][CH2:2][NH:16][C:15]2[CH:7]=[CH:6][CH:5]=[CH:4][CH:3]=2)[CH2:10][CH2:9]1)[C:2]1[CH:7]=[CH:6][CH:5]=[CH:4][CH:3]=1 |f:1.2|. Procedure details: To the solution of 12.6 g of N-phenylethyleneidamine in 200 ml of methanol, 50 ml of 4.1 N ethanolic hydrogen chloride are added dropwise followed by 18.9 g of 1-benzyl-4-piperidone in 100 ml of methanol. Then, 9.45 g sodium cyanoborohydride are added in portions while stirring at room temperature. After 72 hours the mixture is filtered, the residue dissolved in water and the solution made basic with 12.5% aqueous sodium hydroxide. It is extracted with methylene chloride, dried and evaporated to... Reactants: CCOC(C)=O, CCCCCCCCC=CC1(C)OOC2CC1CC(=O)C2C, [H][H]. Product: CCCCCCCCCCC1(C)OOC2CC1CC(=O)C2C. As a reaction SMILES: [CH3:25][CH2:26][O:27][C:28](=[O:29])[CH3:30].[CH:1](=[CH:2][CH2:3][CH2:4][CH2:5][CH2:6][CH2:7][CH2:8][CH2:9][CH3:10])[C:11]1([CH3:22])[O:12][O:13][CH:14]2[CH:15]([CH3:21])[C:16](=[O:20])[CH2:17][CH:18]1[CH2:19]2.[H:23][H:24]>>[CH2:1]([CH2:2][CH2:3][CH2:4][CH2:5][CH2:6][CH2:7][CH2:8][CH2:9][CH3:10])[C:11]1([CH3:22])[O:12][O:13][CH:14]2[CH:15]([CH3:21])[C:16](=[O:20])[CH2:17][CH:18]1[CH2:19]2.